This data is from the Open Reaction Database (ORD), a public repository of structured organic reaction records. The task is: describe an organic reaction: reactants, conditions, products, and yield Reactants: OS(=O)(=O)O (H2SO4), N(=O)[O-].[Na+] (sodium nitrite), BrC1=C(C=C(N)C=C1)C(F)(F)F (4-Bromo-3-trifluoromethylaniline), OS(=O)(=O)O (H2SO4). RXN SMILES: [Br:1][C:2]1[CH:8]=[CH:7][C:5](N)=[CH:4][C:3]=1[C:9]([F:12])([F:11])[F:10].[OH:13]S(O)(=O)=O.N([O-])=O.[Na+]>O>[Br:1][C:2]1[CH:8]=[CH:7][C:5]([OH:13])=[CH:4][C:3]=1[C:9]([F:12])([F:11])[F:10] |f:2.3|. The product is BrC1=C(C=C(C=C1)O)C(F)(F)F (4-bromo-3-trifluoromethylphenol). Conditions: temperature 0 celsius, time 1 hour. Procedure details: 4-Bromo-3-trifluoromethylaniline (48 g, 0.2 mol) was treated with water (300 ml) and concentrated H2SO4 (36 ml) at 60° C. for 1 hour. The resulting suspension was cooled in an ice bath and treated with sodium nitrite (16 g, 0.23 mol) in water (30 ml) maintaining the temperature of the reaction mixture below 10° C. The resulting solution was stirred at 0° C. for 1 hour, and then added portionwise, over 1 hour, to a 25% H2SO4 aqueous solution (160 ml) whilst steam distilling. After collecting appr... The solvent is O (water), O (water). The product is FC1=C(C=CC=C1)C=1N=NN(C1C=1N=CN(C1)C1=NC=C(C(=O)NC2CCOCC2)C=C1)C (6-(4-(4-(2-Fluorophenyl)-1-methyl-1H-1,2,3-triazol-5-yl)-1H-imidazol-1-yl)-N-(tetrahydro-2H-pyran-4-yl)nicotinamide). Run in CN(C)C=O (DMF). Conditions: time 30 minute. Procedure: To a solution of 6-(4-(4-(2-fluorophenyl)-1-methyl-1H-1,2,3-triazol-5-yl)-1H-imidazol-1-yl)nicotinic acid (75 mg, 0.194 mmol) and TBTU (73 mg, 0.226 mmol) in DMF (2.0 mL) was added DIPEA (180 μL, 1.03 mmol). Then 4-aminotetrahydropyran (24 μL, 0.226 mmol) was added and the mixture was stirred at room temperature under Ar for 30 min. The mixture was then evaporated and purification by chromatography (reverse phase HPLC) afforded the title compound (71 mg, 77%) as a white solid. MS: m/e=448.2 [M+H... Starting materials: NC1CCOCC1 (4-aminotetrahydropyran), FC1=C(C=CC=C1)C=1N=NN(C1C=1N=CN(C1)C1=NC=C(C(=O)O)C=C1)C (6-(4-(4-(2-fluorophenyl)-1-methyl-1H-1,2,3-triazol-5-yl)-1H-imidazol-1-yl)nicotinic acid), CN(C)C(=[N+](C)C)ON1C2=C(C=CC=C2)N=N1.[B-](F)(F)(F)F (TBTU), CCN(C(C)C)C(C)C (DIPEA). Yield: 81.8%. Reaction SMILES: [F:1][C:2]1[CH:7]=[CH:6][CH:5]=[CH:4][C:3]=1[C:8]1[N:9]=[N:10][N:11]([CH3:27])[C:12]=1[C:13]1[N:14]=[CH:15][N:16]([C:18]2[CH:26]=[CH:25][C:21]([C:22]([OH:24])=O)=[CH:20][N:19]=2)[CH:17]=1.CN(C(ON1N=NC2C=CC=CC1=2)=[N+](C)C)C.[B-](F)(F)(F)F.CCN(C(C)C)C(C)C.[NH2:59][CH:60]1[CH2:65][CH2:64][O:63][CH2:62][CH2:61]1>CN(C=O)C>[F:1][C:2]1[CH:7]=[CH:6][CH:5]=[CH:4][C:3]=1[C:8]1[N:9]=[N:10][N:11]([CH3:27])[C:12]=1[C:13]1[N:14]=[CH:15][N:16]([C:18]2[CH:26]=[CH:25][C:21]([C:22]([NH:59][CH:60]3[CH2:65][CH2:64][O:63][CH2:62][CH2:61]3)=[O:24])=[CH:20][N:19]=2)[CH:17]=1 |f:1.2|. Starting materials: C(C)(=O)Cl (Acetyl chloride), ClC1=C(C(=CC(=C1)Cl)O)CCC1CC(CC(O1)=O)O (6-[2-(2,4-dichloro-6-hydroxyphenyl)ethyl]-3,4,5,6-tetrahydro-4-hydroxy-2H-pyran-2-one), N1=CC=CC=C1 (pyridine). The solvent is CCOCC (ether). Reaction conditions: temperature 20 celsius, time 1 hour. Product: C(C)(=O)OC1=C(C(=CC(=C1)Cl)Cl)CCC1CC(CC(O1)=O)O (6-[2-(2-acetoxy-4,6-dichlorophenyl)ethyl]-3,4,5,6-tetrahydro-4-hydroxy-2H-pyran-2-one). Reaction SMILES: [C:1](Cl)(=[O:3])[CH3:2].[Cl:5][C:6]1[CH:11]=[C:10]([Cl:12])[CH:9]=[C:8]([OH:13])[C:7]=1[CH2:14][CH2:15][CH:16]1[O:21][C:20](=[O:22])[CH2:19][CH:18]([OH:23])[CH2:17]1.N1C=CC=CC=1>CCOCC>[C:1]([O:13][C:8]1[CH:9]=[C:10]([Cl:12])[CH:11]=[C:6]([Cl:5])[C:7]=1[CH2:14][CH2:15][CH:16]1[O:21][C:20](=[O:22])[CH2:19][CH:18]([OH:23])[CH2:17]1)(=[O:3])[CH3:2]. Procedure details: Acetyl chloride (0.08 ml, 1.05 mmole) was added dropwise to a stirred solution of 6-[2-(2,4-dichloro-6-hydroxyphenyl)ethyl]-3,4,5,6-tetrahydro-4-hydroxy-2H-pyran-2-one (300 mg, 1 mmole) and pyridine (0.09 ml, 1.05 mmole) in ether (10 ml) at 0° C. The ice bath was removed and the reaction mixture was stirred at 20° C. for 1 hour and then diluted with H2O (10 ml). The organic layer was separated and washed with 1 N HCl (10 ml), H2O (2×10 ml) and brine, dried over MgSO4, filtered and evaporated to ...